This data is from the Open Reaction Database (ORD), a public repository of structured organic reaction records. The task is: describe an organic reaction: reactants, conditions, products, and yield The reactants are CC([O-])=S, CN(C)C=O, [K+], CS(=O)(=O)OC1CN(c2nc(C(=O)N3CCSCC3)cs2)C1. The product is CC(=O)SC1CN(c2nc(C(=O)N3CCSCC3)cs2)C1. RXN SMILES: [C:23]([CH3:24])(=[S:25])[O-:26].[CH3:28][N:29]([CH3:30])[CH:31]=[O:32].[K+:27].[S:1]1[CH2:2][CH2:3][N:4]([C:7](=[O:8])[c:9]2[n:10][c:11]([N:14]3[CH2:15][CH:16]([O:18][S:19]([CH3:20])(=[O:21])=[O:22])[CH2:17]3)[s:12][cH:13]2)[CH2:5][CH2:6]1>>[S:1]1[CH2:2][CH2:3][N:4]([C:7](=[O:8])[c:9]2[n:10][c:11]([N:14]3[CH2:15][CH:16]([S:25][C:23]([CH3:24])=[O:26])[CH2:17]3)[s:12][cH:13]2)[CH2:5][CH2:6]1. The reactants are N1=C(N)N=C(N)N=C1N (melamine), C=O (formaldehyde), aqueous solution, OC1=C(C=C(C=C1C(C)(C)C)C(C)(C)C)N1N=C2C(=N1)C=CC(=C2)Cl (2-(2'-hydroxy-3',5'-di-tertbutylphenyl)-5-chlorobenzotriazole), N1=C(N)N=C(N)N=C1N (melamine), C=O (formaldehyde), [Na] (sodium), sulfonic acid. Solvent: O (water). The product is C=O.N1=C(N)N=C(N)N=C1N (melamine-formaldehyde). RXN SMILES: [Na].[OH:2][C:3]1C(C(C)(C)C)=CC(C(C)(C)C)=CC=1N1N=C2C=CC(Cl)=CC2=N1.[N:27]1[C:34]([NH2:35])=[N:33][C:31]([NH2:32])=[N:30][C:28]=1[NH2:29].C=O>O>[CH2:3]=[O:2].[N:27]1[C:34]([NH2:35])=[N:33][C:31]([NH2:32])=[N:30][C:28]=1[NH2:29] |f:5.6,^1:0|. Procedure: In 120 parts of a 4.5% aqueous solution of partial sodium salt of polyvinylbenzene sulfonic acid (average molecular weight: 500,000) adjusted to pH 6.0 were dispersed 2 parts of 2-(2'-hydroxy-3',5'-di-tertbutylphenyl)-5-chlorobenzotriazole as an ultraviolet absorber and 100 parts of a color former oil prepared by dissolving a color former shown in Table 1 in a solvent shown in Table 1 to thereby obtain an emulsion having such a particle size that the average particle diameter was 5.5 μm. Indepen... Reactants: COC(C1=CC(=CC(=C1)O)OCOC)=O (5-hydroxy-3-methoxymethoxybenzoic acid methyl ester), NC=1SC=CN1 (2-aminothiazole), BrC=1C=CC(=NC1)S(=O)(=O)CC (5-bromo-2-ethanesulfonylpyridine), O([Si](C)(C)C(C)(C)C)C[C@@H](C)O ((2R)-1-(tert-butyldimethylsiloxy)-2-hydroxypropane). Yields the product C(C)S(=O)(=O)C1=CC=C(C=N1)OC=1C=C(C(=O)NC=2SC=CN2)C=C(C1)OC(CO)C (3-(6-ethanesulfonylpyridin-3-yloxy)-5-(2-hydroxy-1-methyl-ethoxy)-N-thiazol-2-yl-benzamide). RXN SMILES: CO[C:3](=[O:15])[C:4]1[CH:9]=[C:8]([OH:10])[CH:7]=[C:6](OCOC)[CH:5]=1.Br[C:17]1[CH:18]=[CH:19][C:20]([S:23]([CH2:26][CH3:27])(=[O:25])=[O:24])=[N:21][CH:22]=1.[O:28]([CH2:36][C@H:37]([OH:39])[CH3:38])[Si](C(C)(C)C)(C)C.[NH2:40][C:41]1[S:42][CH:43]=[CH:44][N:45]=1>>[CH2:26]([S:23]([C:20]1[N:21]=[CH:22][C:17]([O:10][C:8]2[CH:9]=[C:4]([CH:5]=[C:6]([O:39][CH:37]([CH3:38])[CH2:36][OH:28])[CH:7]=2)[C:3]([NH:40][C:41]2[S:42][CH:43]=[CH:44][N:45]=2)=[O:15])=[CH:18][CH:19]=1)(=[O:25])=[O:24])[CH3:27]. Reported procedure: The compound of Production Example 151 was obtained as a colorless amorphous substance using 5-hydroxy-3-methoxymethoxybenzoic acid methyl ester, 5-bromo-2-ethanesulfonylpyridine, (2R)-1-(tert-butyldimethylsiloxy)-2-hydroxypropane and 2-aminothiazole, by the same method as in Production Example 117, a corresponding method, or a combination thereof with an ordinary method. Reactants: bis[(3,4-methylenedioxy)-6-methyl]phenylmethane, C1OC=2C=C(C=CC2O1)C ((3,4-methylenedioxy)toluene), C=O (Formaldehyde), Cl (HCl). The solvent is C(C)OCC (ethyl ether), C(C)OCC (ethyl ether). Reaction conditions: temperature 0 celsius, time 10 hour. The product is C1OC=2C=C(CCl)C(=CC2O1)C ((3,4-methylenedioxy)-6-methylbenzyl chloride). Isolated yield 63.0%. RXN SMILES: [ClH:1].[CH2:2]1[O:10][C:9]2[CH:8]=[CH:7][C:6]([CH3:11])=[CH:5][C:4]=2[O:3]1.[CH2:12]=O>C(OCC)C>[CH2:2]1[O:10][C:9]2[CH:8]=[C:7]([CH3:12])[C:6]([CH2:11][Cl:1])=[CH:5][C:4]=2[O:3]1. Reported procedure: To a 1:1 mixture of ethyl ether (100 mL) and conc. HCl (100 mL) at 0° C. was added (3,4-methylenedioxy)toluene (10 mL). Formaldehyde (20 mL, 37% in water) was then added dropwise. The reaction was stirred at 0° C. for 2 hours and at room temperature for an additional 10 hours. The reaction mixture was then diluted with ethyl ether (100 mL) and the two layers were separated. The organic layer was dried (MgSO4), the solid was filtered and the filtrate was concentrated. The residue was then heated ... Reactants: COc1ccc(C2(CO)CCC(OC)(OC)CC2)cc1OC1CCCC1, COc1ccc(C2(CO)CCC(=O)CC2)cc1OC1CCCC1, Cl. The product is COc1ccc(C2(CO)CCC(=O)CC2)cc1OC1CCCC1. As a reaction SMILES: [CH3:1][O:2][C:3]1([O:25][CH3:26])[CH2:4][CH2:5][C:6]([CH2:9][OH:10])([c:11]2[cH:12][c:13]([O:19][CH:20]3[CH2:21][CH2:22][CH2:23][CH2:24]3)[c:14]([O:17][CH3:18])[cH:15][cH:16]2)[CH2:7][CH2:8]1.[CH:27]1([O:28][c:29]2[cH:30][c:31]([C:32]3([CH2:33][OH:34])[CH2:35][CH2:36][C:37](=[O:38])[CH2:39][CH2:40]3)[cH:41][cH:42][c:43]2[O:44][CH3:45])[CH2:46][CH2:47][CH2:48][CH2:49]1.[ClH:50]>>[O:2]=[C:3]1[CH2:4][CH2:5][C:6]([CH2:9][OH:10])([c:11]2[cH:12][c:13]([O:19][CH:20]3[CH2:21][CH2:22][CH2:23][CH2:24]3)[c:14]([O:17][CH3:18])[cH:15][cH:16]2)[CH2:7][CH2:8]1.